Task: describe an organic reaction: reactants, conditions, products, and yield. Dataset: the Open Reaction Database (ORD), a public repository of structured organic reaction records Reactants: BrB(Br)Br, O=C([O-])O, ClCCl, CC(C)O, ClC(Cl)Cl, Cl, COc1ccc2c(C(=O)c3ccc(OCCN4CCCCC4)cc3)c(-c3cccc(F)c3F)ccc2c1, [Na+]. Yields the product O=C(c1ccc(OCCN2CCCCC2)cc1)c1c(-c2cccc(F)c2F)ccc2cc(O)ccc12. Reaction SMILES: [B:39]([Br:40])([Br:41])[Br:42].[C:43](=[O:44])([OH:45])[O-:46].[CH2:56]([Cl:57])[Cl:58].[CH:48]([OH:49])([CH3:50])[CH3:51].[CH:52]([Cl:53])([Cl:54])[Cl:55].[ClH:38].[F:1][c:2]1[c:3](-[c:9]2[c:10]([C:21](=[O:22])[c:23]3[cH:24][cH:25][c:26]([O:29][CH2:30][CH2:31][N:32]4[CH2:33][CH2:34][CH2:35][CH2:36][CH2:37]4)[cH:27][cH:28]3)[c:11]3[cH:12][cH:13][c:14]([O:19][CH3:20])[cH:15][c:16]3[cH:17][cH:18]2)[cH:4][cH:5][cH:6][c:7]1[F:8].[Na+:47]>>[F:1][c:2]1[c:3](-[c:9]2[c:10]([C:21](=[O:22])[c:23]3[cH:24][cH:25][c:26]([O:29][CH2:30][CH2:31][N:32]4[CH2:33][CH2:34][CH2:35][CH2:36][CH2:37]4)[cH:27][cH:28]3)[c:11]3[cH:12][cH:13][c:14]([OH:19])[cH:15][c:16]3[cH:17][cH:18]2)[cH:4][cH:5][cH:6][c:7]1[F:8]. Reactants: CC(C(=O)Cl)C(=O)c1ccccc1, Cc1ccccc1, C=CC1CCC(=O)N1, [Cl-], [H-], [Na+], O. Yields the product C=CC1CCC(=O)N1C(=O)C(C)C(=O)c1ccccc1. RXN SMILES: [C:11]([c:12]1[cH:13][cH:14][cH:15][cH:16][cH:17]1)(=[O:18])[CH:19]([C:20](=[O:21])[Cl:22])[CH3:23].[CH3:25][c:26]1[cH:27][cH:28][cH:29][cH:30][cH:31]1.[CH:3](=[CH2:4])[CH:5]1[CH2:6][CH2:7][C:8](=[O:10])[NH:9]1.[Cl-:24].[H-:1].[Na+:2].[OH2:32]>>[CH:3](=[CH2:4])[CH:5]1[CH2:6][CH2:7][C:8](=[O:10])[N:9]1[C:20]([CH:19]([C:11]([c:12]1[cH:13][cH:14][cH:15][cH:16][cH:17]1)=[O:18])[CH3:23])=[O:21]. Starting materials: C(C)(=O)OC1=CC=C(C=C1)C(C(OC(C(OC(C(C1=CC=C(C=C1)OC(C)=O)(F)F)(F)F)(F)F)(F)F)(F)F)(F)F (1,8-bis(4-acetoxyphenyl)perfluoro-3,6-dioxaoctane), Cl (hydrochloric acid). Solvent: CO (methanol). Yields the product OC1=CC=C(C=C1)C(C(OC(C(OC(C(C1=CC=C(C=C1)O)(F)F)(F)F)(F)F)(F)F)(F)F)(F)F (1,8-Bis(4-hydroxyphenyl)perfluoro-3,6-dioxaoctane). The yield is 46.0%. RXN SMILES: C([O:4][C:5]1[CH:10]=[CH:9][C:8]([C:11]([F:40])([F:39])[C:12]([F:38])([F:37])[O:13][C:14]([F:36])([F:35])[C:15]([F:34])([F:33])[O:16][C:17]([F:32])([F:31])[C:18]([F:30])([F:29])[C:19]2[CH:24]=[CH:23][C:22]([O:25]C(=O)C)=[CH:21][CH:20]=2)=[CH:7][CH:6]=1)(=O)C.Cl>CO>[OH:25][C:22]1[CH:23]=[CH:24][C:19]([C:18]([F:29])([F:30])[C:17]([F:31])([F:32])[O:16][C:15]([F:33])([F:34])[C:14]([F:35])([F:36])[O:13][C:12]([F:37])([F:38])[C:11]([F:40])([F:39])[C:8]2[CH:7]=[CH:6][C:5]([OH:4])=[CH:10][CH:9]=2)=[CH:20][CH:21]=1. Procedure details: To a solution of 4-iodophenyl acetate (26.8 g, 0.102 mole) and 1,8-dioodoperfluoro-3,6-dioxaoctane (20.0 g, 0.034 mole) in 125 ml of N,N-dimethylformamide was added copper bronze (17.3 g, 0.273 g atom). This slurry was stirred under nitrogen at 105°-110° C for 96 hours. The cooled reaction mixture was added to a stirred mixture of 200 ml of ether and 300 ml of water. The cuprous salts and excess copper were filtered off and washed with ether on the frit. The ether layer was then washed repeatedl... Starting materials: BrB(Br)Br, CSC, CCOC(=O)c1cc2cc(OC)ccc2o1, ClCCl. Yields the product CCOC(=O)c1cc2cc(O)ccc2o1. As a reaction SMILES: [B:20]([Br:21])([Br:22])[Br:23].[CH3:17][S:18][CH3:19].[CH3:1][O:2][c:3]1[cH:4][cH:5][c:6]2[c:7]([cH:8][c:9]([C:11](=[O:12])[O:13][CH2:14][CH3:15])[o:10]2)[cH:16]1.[Cl:24][CH2:25][Cl:26]>>[OH:2][c:3]1[cH:4][cH:5][c:6]2[c:7]([cH:8][c:9]([C:11](=[O:12])[O:13][CH2:14][CH3:15])[o:10]2)[cH:16]1. The reactants are C1(CCCCC1)N=C=NC1CCCCC1 (dicyclohexylcarbodiimide), C(C1=CC=CC=C1)N1C(N([C@H]([C@@H]1CS)C(=O)O)CC1=CC=CC=C1)=O ((4R,5R)-1,3-dibenzyl-2-oxo-5-(mercaptomethyl)imidazolidin-4-carboxylic acid), FC(C(=O)O)(F)F (trifluoroacetic acid). Solvent: C(Cl)(Cl)Cl (chloroform), N1=CC=CC=C1 (pyridine), C(Cl)(Cl)Cl (chloroform). Reaction conditions: temperature 50 celsius, time 30 minute. Yields the product C(C1=CC=CC=C1)N1C(N([C@H]2[C@@H]1CSC2=O)CC2=CC=CC=C2)=O ((3aS,6aR)-1,3-dibenzyl-hexahydro-4H-thieno[3,4-d]imidazol-2,4-dione). Isolated yield 74.8%. Reaction SMILES: [CH2:1]([N:8]1[C@@H:12]([CH2:13][SH:14])[C@H:11]([C:15](O)=[O:16])[N:10]([CH2:18][C:19]2[CH:24]=[CH:23][CH:22]=[CH:21][CH:20]=2)[C:9]1=[O:25])[C:2]1[CH:7]=[CH:6][CH:5]=[CH:4][CH:3]=1.FC(F)(F)C(O)=O.C1(N=C=NC2CCCCC2)CCCCC1>C(Cl)(Cl)Cl.N1C=CC=CC=1>[CH2:1]([N:8]1[C@H:12]2[CH2:13][S:14][C:15](=[O:16])[C@H:11]2[N:10]([CH2:18][C:19]2[CH:24]=[CH:23][CH:22]=[CH:21][CH:20]=2)[C:9]1=[O:25])[C:2]1[CH:3]=[CH:4][CH:5]=[CH:6][CH:7]=1. Procedure: To 240 ml of a chloroform solution containing 30 g of (4R,5R)-1,3-dibenzyl-2-oxo-5-(mercaptomethyl)imidazolidin-4-carboxylic acid, 22.7 g of pyridine and 2.6 ml of trifluoroacetic acid was added dropwise 60 ml of a chloroform solution containing 17.4 g of dicyclohexylcarbodiimide at 5° C. over 30 minutes. After the solution was refluxed for 5 hours, it was concentrated under reduced pressure. The concentrate was dissolved in ethyl acetate and concentrated, and after the procedure was repeated, 3... Reactants: BrC1=C(C(=C(S1)C(=O)N)NC)C (5-bromo-4-methyl-3-(methylamino)thiophene-2-carboxamide), CC(=O)C (acetone), [O-]S(=O)(=O)[O-].[Mg+2] (MgSO4), CC=1C=CC(=CC1)S(=O)(=O)O (PTSA), CN(C)C=O (DMF), C(=O)(O)[O-].[Na+] (NaHCO3). Run at temperature 60 celsius, time 8 hour. Product: BrC1=C(C=2N(C(NC(C2S1)=O)(C)C)C)C (6-bromo-1,2,2,7-tetramethyl-2,3-dihydrothieno[3,2-d]pyrimidin-4(1H)-one). Yield: 43.0%. RXN SMILES: [Br:1][C:2]1[S:6][C:5](C(N)=O)=[C:4]([NH:10][CH3:11])[C:3]=1[CH3:12].[CH3:13][C:14]([CH3:16])=O.[O-]S([O-])(=O)=O.[Mg+2].CC1C=CC(S(O)(=O)=O)=CC=1.[C:34]([O-:37])(O)=O.[Na+].C[N:40](C=O)C>>[Br:1][C:2]1[S:6][C:5]2[C:34](=[O:37])[NH:40][C:14]([CH3:16])([CH3:13])[N:10]([CH3:11])[C:4]=2[C:3]=1[CH3:12] |f:2.3,5.6|. Procedure details: A mixture of 5-bromo-4-methyl-3-(methylamino)thiophene-2-carboxamide (2.34 g, 9.39 mmol), acetone (10 mL, 136 mmol), MgSO4 (1.13 g, 9.39 mmol), PTSA (0.089 g, 0.47 mmol) and DMF (10 mL) was stirred at 60° C. overnight. The mixture was poured into saturated aqueous NaHCO3 and extracted with EtOAc, and the extract was dried over MgSO4 and concentrated under reduced pressure. The residue was purified by column chromatography (Purif, NH, 98:2 hexane/EtOAc to 50:50 hexane/EtOAc) to afford the title c... Starting materials: ClC1=NC2=CC(=C(C=C2C(=N1)N)C)C (2-chloro-6,7-dimethyl-quinazolin-4-ylamine), C(C1=CC=CC=C1)N1CCC(CC1)(C1=CC=CC=C1)CNC ((1-benzyl-4-phenyl-piperidin-4-ylmethyl)-methyl-amine), C([O-])([O-])=O.[K+].[K+] (potassium carbonate), C(CCC)O (1-butanol). Yields the product C(C1=CC=CC=C1)N1CCC(CC1)(C1=CC=CC=C1)CN(C1=NC2=CC(=C(C=C2C(=N1)N)OC)OC)C (N2-(1-Benzyl-4-phenyl-piperidin-4-ylmethyl)-6,7-dimethoxy-N2-methyl-quinazoline-2,4-diamine). As a reaction SMILES: Cl[C:2]1[N:11]=[C:10]([NH2:12])[C:9]2[C:4](=[CH:5][C:6](C)=[C:7](C)[CH:8]=2)[N:3]=1.[CH2:15]([N:22]1[CH2:27][CH2:26][C:25]([CH2:34][NH:35][CH3:36])([C:28]2[CH:33]=[CH:32][CH:31]=[CH:30][CH:29]=2)[CH2:24][CH2:23]1)[C:16]1[CH:21]=[CH:20][CH:19]=[CH:18][CH:17]=1.[C:37](=[O:40])([O-])[O-].[K+].[K+].[CH2:43]([OH:47])CCC>>[CH2:15]([N:22]1[CH2:23][CH2:24][C:25]([CH2:34][N:35]([CH3:36])[C:2]2[N:11]=[C:10]([NH2:12])[C:9]3[C:4](=[CH:5][C:6]([O:40][CH3:37])=[C:7]([O:47][CH3:43])[CH:8]=3)[N:3]=2)([C:28]2[CH:33]=[CH:32][CH:31]=[CH:30][CH:29]=2)[CH2:26][CH2:27]1)[C:16]1[CH:17]=[CH:18][CH:19]=[CH:20][CH:21]=1 |f:2.3.4|. Procedure: A mixture of 2-chloro-6,7-dimethyl-quinazolin-4-ylamine 1 (X=Cl) (900 mg), (1-benzyl-4-phenyl-piperidin-4-ylmethyl)-methyl-amine 2a (R1=CH3 and R2=phenyl) (440 mg) and potassium carbonate (250 mg) in 1-butanol (20 ml) was refluxed for 18 hours. The cooled reaction mixture was filtered, the filtrate was evaporated, and the residue was distributed between water and dichloromethane. The organic phase was dried over potassium carbonate, filtered, and evaporated. The residue was purified by flash chr... Starting materials: O=C([O-])[O-], CC#N, ClC(Cl)Cl, OB(O)c1ccnc(Cl)c1, [Cs+], [Cs+], CC(C)(C)OC(=O)N1CCN(c2ccc3nc(-c4ccc(F)cc4)c(I)n3n2)CC1, C1CCOC1, O. Yields the product CC(C)(C)OC(=O)N1CCN(c2ccc3nc(-c4ccc(F)cc4)c(-c4ccnc(Cl)c4)n3n2)CC1. Reaction SMILES: [C:31](=[O:32])([O-:33])[O-:34].[CH3:47][C:48]#[N:49].[CH:56]([Cl:57])([Cl:58])[Cl:59].[Cl:37][c:38]1[n:39][cH:40][cH:41][c:42]([B:44]([OH:45])[OH:46])[cH:43]1.[Cs+:35].[Cs+:36].[F:1][c:2]1[cH:3][cH:4][c:5](-[c:8]2[n:9][c:10]3[n:11]([n:12][c:13]([N:16]4[CH2:17][CH2:18][N:19]([C:22](=[O:23])[O:24][C:25]([CH3:26])([CH3:27])[CH3:28])[CH2:20][CH2:21]4)[cH:14][cH:15]3)[c:29]2[I:30])[cH:6][cH:7]1.[O:50]1[CH2:51][CH2:52][CH2:53][CH2:54]1.[OH2:55]>>[F:1][c:2]1[cH:3][cH:4][c:5](-[c:8]2[n:9][c:10]3[n:11]([n:12][c:13]([N:16]4[CH2:17][CH2:18][N:19]([C:22](=[O:23])[O:24][C:25]([CH3:26])([CH3:27])[CH3:28])[CH2:20][CH2:21]4)[cH:14][cH:15]3)[c:29]2-[c:42]2[cH:41][cH:40][n:39][c:38]([Cl:37])[cH:43]2)[cH:6][cH:7]1. The reactants are CCO, Cc1c(Cl)cc(C#N)n1CCC(C)N1C(=O)c2ccccc2C1=O, NN. Product: Cc1c(Cl)cc(C#N)n1CCC(C)N. Reaction SMILES: [CH3:27][CH2:28][OH:29].[Cl:1][c:2]1[cH:3][c:4]([C:23]#[N:24])[n:5]([CH2:8][CH2:9][CH:10]([CH3:11])[N:12]2[C:13](=[O:14])[c:15]3[c:16]([cH:17][cH:18][cH:19][cH:20]3)[C:21]2=[O:22])[c:6]1[CH3:7].[NH2:25][NH2:26]>>[Cl:1][c:2]1[cH:3][c:4]([C:23]#[N:24])[n:5]([CH2:8][CH2:9][CH:10]([CH3:11])[NH2:12])[c:6]1[CH3:7]. The reactants are O=C([O-])[O-], CNc1ncc(B2OC(C)(C)C(C)(C)O2)cc1C, Cc1ccccc1, CCO, CC(O)CNc1nccc(-c2cn(C(C)C)nc2I)n1, [Na+], [Na+], c1ccc(P(c2ccccc2)(c2ccccc2)[Pd](P(c2ccccc2)(c2ccccc2)c2ccccc2)(P(c2ccccc2)(c2ccccc2)c2ccccc2)P(c2ccccc2)(c2ccccc2)c2ccccc2)cc1. Product: CNc1ncc(-c2nn(C(C)C)cc2-c2ccnc(NCC(C)O)n2)cc1C. As a reaction SMILES: [C:39](=[O:40])([O-:41])[O-:42].[CH3:21][NH:22][c:23]1[n:24][cH:25][c:26]([B:30]2[O:31][C:32]([CH3:33])([CH3:34])[C:35]([CH3:36])([CH3:37])[O:38]2)[cH:27][c:28]1[CH3:29].[CH3:45][c:46]1[cH:47][cH:48][cH:49][cH:50][cH:51]1.[CH3:52][CH2:53][OH:54].[I:1][c:2]1[n:3][n:4]([CH:18]([CH3:19])[CH3:20])[cH:5][c:6]1-[c:7]1[n:8][c:9]([NH:13][CH2:14][CH:15]([CH3:16])[OH:17])[n:10][cH:11][cH:12]1.[Na+:43].[Na+:44].[cH:55]1[cH:56][cH:57][c:58]([P:59]([Pd:60]([P:61]([c:62]2[cH:63][cH:64][cH:65][cH:66][cH:67]2)([c:68]2[cH:69][cH:70][cH:71][cH:72][cH:73]2)[c:74]2[cH:75][cH:76][cH:77][cH:78][cH:79]2)([P:80]([c:81]2[cH:82][cH:83][cH:84][cH:85][cH:86]2)([c:87]2[cH:88][cH:89][cH:90][cH:91][cH:92]2)[c:93]2[cH:94][cH:95][cH:96][cH:97][cH:98]2)[P:99]([c:100]2[cH:101][cH:102][cH:103][cH:104][cH:105]2)([c:106]2[cH:107][cH:108][cH:109][cH:110][cH:111]2)[c:112]2[cH:113][cH:114][cH:115][cH:116][cH:117]2)([c:118]2[cH:119][cH:120][cH:121][cH:122][cH:123]2)[c:124]2[cH:125][cH:126][cH:127][cH:128][cH:129]2)[cH:130][cH:131]1>>[c:2]1(-[c:26]2[cH:25][n:24][c:23]([NH:22][CH3:21])[c:28]([CH3:29])[cH:27]2)[n:3][n:4]([CH:18]([CH3:19])[CH3:20])[cH:5][c:6]1-[c:7]1[n:8][c:9]([NH:13][CH2:14][CH:15]([CH3:16])[OH:17])[n:10][cH:11][cH:12]1.